The task is: describe an organic reaction: reactants, conditions, products, and yield. This data is from the Open Reaction Database (ORD), a public repository of structured organic reaction records. Reactants: C(C1=CC=CC=C1)OC=1C=CC(=C(OCCC=2N=C(OC2C)C2=CC=C(C=C2)C2=CC=CC=C2)C1)C=CCC (4-[2-(5-Benzyloxy-2-but-1-enylphenoxy)ethyl]-5-methyl-2-biphenyl-4-yl-oxazole), [H][H] (hydrogen). Reagents/catalysts: [Pd] (Pd/C). Solvent: C(C)O (ethanol). Product: C(CCC)C1=C(C=C(C=C1)O)OCCC=1N=C(OC1C)C1=CC=C(C=C1)C1=CC=CC=C1 (4-Butyl-3-[2-(5-methyl-2-biphenyl-4-yl-oxazol-4-yl)ethoxy]phenol). As a reaction SMILES: C([O:8][C:9]1[CH:10]=[CH:11][C:12]([CH:36]=[CH:37][CH2:38][CH3:39])=[C:13]([CH:35]=1)[O:14][CH2:15][CH2:16][C:17]1[N:18]=[C:19]([C:23]2[CH:28]=[CH:27][C:26]([C:29]3[CH:34]=[CH:33][CH:32]=[CH:31][CH:30]=3)=[CH:25][CH:24]=2)[O:20][C:21]=1[CH3:22])C1C=CC=CC=1.[H][H]>C(O)C.[Pd]>[CH2:36]([C:12]1[CH:11]=[CH:10][C:9]([OH:8])=[CH:35][C:13]=1[O:14][CH2:15][CH2:16][C:17]1[N:18]=[C:19]([C:23]2[CH:24]=[CH:25][C:26]([C:29]3[CH:34]=[CH:33][CH:32]=[CH:31][CH:30]=3)=[CH:27][CH:28]=2)[O:20][C:21]=1[CH3:22])[CH2:37][CH2:38][CH3:39]. Reported procedure: A solution of 4-[2-(5-Benzyloxy-2-but-1-enylphenoxy)ethyl]-5-methyl-2-biphenyl-4-yl-oxazole (0.34 mmol) in ethanol (10 mL) was treated with 5% Pd/C (30 mg) under a balloon containing hydrogen at ambient temperature for 24 h. The mixture was filtered and concentrated in vacuo to give a white solid. Reactants: CCOC(=O)Cn1ccc(-n2cc(C#Cc3cccc(C)c3)nc2C)cc1=O, CO, N. The product is Cc1cccc(C#Cc2cn(-c3ccn(CC(N)=O)c(=O)c3)c(C)n2)c1. As a reaction SMILES: [CH2:2]([O:3][C:5]([CH2:6][n:7]1[c:8](=[O:28])[cH:9][c:10](-[n:13]2[c:14]([CH3:27])[n:15][c:16]([C:18]#[C:19][c:20]3[cH:21][c:22]([CH3:26])[cH:23][cH:24][cH:25]3)[cH:17]2)[cH:11][cH:12]1)=[O:29])[CH3:4].[CH3:30][OH:31].[NH3:1]>>[NH2:1][C:5]([CH2:6][n:7]1[c:8](=[O:28])[cH:9][c:10](-[n:13]2[c:14]([CH3:27])[n:15][c:16]([C:18]#[C:19][c:20]3[cH:21][c:22]([CH3:26])[cH:23][cH:24][cH:25]3)[cH:17]2)[cH:11][cH:12]1)=[O:29].